This data is from the Open Reaction Database (ORD), a public repository of structured organic reaction records. The task is: describe an organic reaction: reactants, conditions, products, and yield The reactants are C(C1=CC=CC=C1)N1CCC(CC1)OC1=C(C=CC=C1)C (1-benzyl-4-(o-tolyloxy)piperidine). Solvent: C(C)O (ethanol). The product is C1(=C(C=CC=C1)OC1CCNCC1)C (4-(o-tolyloxy)piperidine). RXN SMILES: C([N:8]1[CH2:13][CH2:12][CH:11]([O:14][C:15]2[CH:20]=[CH:19][CH:18]=[CH:17][C:16]=2[CH3:21])[CH2:10][CH2:9]1)C1C=CC=CC=1>C(O)C>[C:16]1([CH3:21])[CH:17]=[CH:18][CH:19]=[CH:20][C:15]=1[O:14][CH:11]1[CH2:12][CH2:13][NH:8][CH2:9][CH2:10]1. Procedure details: By following the manipulative procedure described in Example 1(b), a solution of 8.3 g of 1-benzyl-4-(o-tolyloxy)piperidine in 100 ml. of ethanol produces a colorless oil of 4-(o-tolyloxy)piperidine. Reactants: CC(=O)[O-], C[N+](=O)[O-], O=Cc1cnn2c1N(C=O)CC2, [NH4+]. Yields the product O=CN1CCn2ncc(C=C[N+](=O)[O-])c21. Reaction SMILES: [CH3:14][C:15](=[O:16])[O-:17].[N+:18](=[O:19])([O-:20])[CH3:21].[N:1]1([CH:11]=[O:12])[CH2:2][CH2:3][n:4]2[n:5][cH:6][c:7]([CH:9]=[O:10])[c:8]21.[NH4+:13]>>[N:1]1([CH:11]=[O:12])[CH2:2][CH2:3][n:4]2[n:5][cH:6][c:7]([CH:9]=[CH:21][N+:18](=[O:19])[O-:20])[c:8]21. Starting materials: C(C)[Mg]Br (ethylmagnesium bromide), COC=1C=C2C=CC(=CC2=CC1OC)C(C(C)C)=O (6,7-dimethoxy-2-isobutyrylnaphthalene), [Cl-].[NH4+] (ammonium chloride), C(C1=CC=CC=C1)OCN1C=NC(=C1)I (1-benzyloxymethyl-4-iodoimidazole). Run in C1CCOC1 (THF), ClCCl (dichloromethane), O (water), ClCCl (dichloromethane). Conditions: time 1 hour. Yields the product COC=1C=C2C=CC(=CC2=CC1OC)[C@](C(C)C)(O)C=1N=CNC1 ((S)-(−)-1-(6,7-Dimethoxy-2-naphthyl)-1-(1H-imidazol-4-yl)-2-methyl-1-propanol). The yield is 71.5%. As a reaction SMILES: C(OC[N:10]1[CH:14]=[C:13](I)[N:12]=[CH:11]1)C1C=CC=CC=1.C([Mg]Br)C.[CH3:20][O:21][C:22]1[CH:23]=[C:24]2[C:29](=[CH:30][C:31]=1[O:32][CH3:33])[CH:28]=[C:27]([C:34](=[O:38])[CH:35]([CH3:37])[CH3:36])[CH:26]=[CH:25]2.[Cl-].[NH4+]>ClCCl.C1COCC1.O>[CH3:20][O:21][C:22]1[CH:23]=[C:24]2[C:29](=[CH:30][C:31]=1[O:32][CH3:33])[CH:28]=[C:27]([C@@:34]([C:14]1[N:10]=[CH:11][NH:12][CH:13]=1)([OH:38])[CH:35]([CH3:36])[CH3:37])[CH:26]=[CH:25]2 |f:3.4|. Procedure: 1-benzyloxymethyl-4-iodoimidazole (31.5 g) was dissolved in dichloromethane (500 mL) under argon atmosphere. A solution of ethylmagnesium bromide in THF (0.96M; 110 mL) was added dropwise to the solution with keeping the reaction temperature below 8° C. and the mixture was stirred for 1 h. A solution of 6,7-dimethoxy-2-isobutyrylnaphthalene (31 g) in dichloromethane (50 mL) was added to the mixture and stirred at room temperature for 24 h. Saturated ammonium chloride solution (150 mL) and water ... Starting materials: O=C([O-])[O-], CS(=O)(=O)c1ccc(F)cc1, [Cs+], [Cs+], CN(C)C=O, COC(=O)c1cc(O)c2c(c1)C(=O)N(CC(C)C)CC2. The product is COC(=O)c1cc(Oc2ccc(S(C)(=O)=O)cc2)c2c(c1)C(=O)N(CC(C)C)CC2. RXN SMILES: [C:32](=[O:33])([O-:34])[O-:35].[CH3:21][S:22](=[O:23])(=[O:24])[c:25]1[cH:26][cH:27][c:28]([F:31])[cH:29][cH:30]1.[Cs+:36].[Cs+:37].[O:38]=[CH:39][N:40]([CH3:41])[CH3:42].[OH:1][c:2]1[c:3]2[c:8]([cH:9][c:10]([C:12](=[O:13])[O:14][CH3:15])[cH:11]1)[C:7](=[O:16])[N:6]([CH2:17][CH:18]([CH3:19])[CH3:20])[CH2:5][CH2:4]2>>[O:1]([c:2]1[c:3]2[c:8]([cH:9][c:10]([C:12](=[O:13])[O:14][CH3:15])[cH:11]1)[C:7](=[O:16])[N:6]([CH2:17][CH:18]([CH3:19])[CH3:20])[CH2:5][CH2:4]2)[c:28]1[cH:27][cH:26][c:25]([S:22]([CH3:21])(=[O:23])=[O:24])[cH:30][cH:29]1. The reactants are N1(CCOCC1)C(=S)NN (4-morpholinecarbothioic acid hydrazide), ClC(C(=O)OCC)C(=O)C (ethyl 2-chloroacetoacetate). Run in C(C)O (ethanol). Run at time 18 hour. Product: Cl.CC1=C(C(=NN1)N1CCOCC1)C(=O)OCC (5-Methyl-3-(4-morpholinyl)-1H-pyrazole-4-carboxylic acid, ethyl ester, hydrochloride). Isolated yield 51.1%. Reaction SMILES: [N:1]1([C:7]([NH:9][NH2:10])=S)[CH2:6][CH2:5][O:4][CH2:3][CH2:2]1.[Cl:11][CH:12]([C:18]([CH3:20])=O)[C:13]([O:15][CH2:16][CH3:17])=[O:14]>C(O)C>[ClH:11].[CH3:20][C:18]1[NH:10][N:9]=[C:7]([N:1]2[CH2:6][CH2:5][O:4][CH2:3][CH2:2]2)[C:12]=1[C:13]([O:15][CH2:16][CH3:17])=[O:14] |f:3.4|. Procedure details: A stirred slurry of 6.3 g (0.039 mole) of 4-morpholinecarbothioic acid hydrazide in 75 mL of absolute ethanol under nitrogen atmosphere was treated with 6.43 g (0.039 mole) of ethyl 2-chloroacetoacetate and the exothermic reaction mixture stirred at ambient temperature for 18 hr. The major portion of reaction mixture solids were dissolved by heating to reflux, the sulfur residue removed by filtration and the filtrate concentrated in vacuo to a solid, which was crystallized from 2-propyl alcohol ... Starting materials: COC(=O)C1=C(N(C(=C1)Br)C(C)C)C(O)C1=CC=C(C=C1)Cl (5-bromo-2-[(4-chloro-phenyl)-hydroxy-methyl]-1-isopropyl-1H-pyrrole-3-carboxylic acid methyl ester), NC=1C(N(C=C(C1)Cl)C)=O (3-amino-5-chloro-1-methyl-1H-pyridin-2-one), CN1N=C(C=C1N)C (2,5-dimethyl-2H-pyrazol-3-ylamine), C(C)OC(=O)C1=C(N(C=C1)C(C)C)C(O)C1=CC=C(C=C1)Cl (2-[(4-chloro-phenyl)-hydroxy-methyl]-1-isopropyl-1H-pyrrole-3-carboxylic acid ethyl ester). Product: COC(=O)C1=C(N(C(=C1)Br)C(C)C)C(NC=1N(N=C(C1)C)C)C1=CC=C(C=C1)Cl (5-bromo-2-[(4-chloro-phenyl)-(2,5-dimethyl-2H-pyrazol-3-ylamino)-methyl]-1-isopropyl-1H-pyrrole-3-carboxylic acid methyl ester). Reaction SMILES: [CH3:1][O:2][C:3]([C:5]1[CH:9]=[C:8]([Br:10])[N:7]([CH:11]([CH3:13])[CH3:12])[C:6]=1[CH:14]([C:16]1[CH:21]=[CH:20][C:19]([Cl:22])=[CH:18][CH:17]=1)O)=[O:4].[CH3:23][N:24]1[C:28]([NH2:29])=[CH:27][C:26]([CH3:30])=[N:25]1.C(OC(C1C=CN(C(C)C)C=1C(C1C=CC(Cl)=CC=1)O)=O)C.NC1C(=O)N(C)C=C(Cl)C=1>>[CH3:1][O:2][C:3]([C:5]1[CH:9]=[C:8]([Br:10])[N:7]([CH:11]([CH3:13])[CH3:12])[C:6]=1[CH:14]([C:16]1[CH:21]=[CH:20][C:19]([Cl:22])=[CH:18][CH:17]=1)[NH:29][C:28]1[N:24]([CH3:23])[N:25]=[C:26]([CH3:30])[CH:27]=1)=[O:4]. Procedure: The title compound was prepared in analogy to the procedure described for Step L3 but 5-bromo-2-[(4-chloro-phenyl)-hydroxy-methyl]-1-isopropyl-1H-pyrrole-3-carboxylic acid methyl ester (step D3) and 2,5-dimethyl-2H-pyrazol-3-ylamine [3524-32-1] were used instead of 2-[(4-chloro-phenyl)-hydroxy-methyl]-1-isopropyl-1H-pyrrole-3-carboxylic acid ethyl ester and 3-amino-5-chloro-1-methyl-1H-pyridin-2-one respectively. The title compound was obtained as a foam. ESI-MS: tR=1.29 min, [M+H]+ 479/481/483 ...